This data is from the Open Reaction Database (ORD), a public repository of structured organic reaction records. The task is: describe an organic reaction: reactants, conditions, products, and yield Starting materials: ClC1=C(C(=O)O)C=C(C(=C1)F)N1C(N(C(=CC1=O)C)C(F)F)=O (2-chloro-5-[3-difluoromethyl-3,6-dihydro-2,6-dioxo-4-methyl -1(2H)-pyrimidinyl]-4-fluorobenzoic acid), S(=O)(Cl)Cl (thionyl chloride), C1=CC=CC=C1 (benzene). Conditions: time 3.5 hour. Product: ClC1=C(C(=O)OCC#C)C=C(C(=C1)F)N1C(N(C(=CC1=O)C)C(F)F)=O (propargyl 2-chloro-5-[3-difluoromethyl-3,6-dihydro-2,6-dioxo-4 -methyl -1(2H)-pyrimidinyl]-4-fluorobenzoate). Reaction SMILES: [Cl:1][C:2]1[CH:10]=[C:9]([F:11])[C:8]([N:12]2[C:17](=[O:18])[CH:16]=[C:15]([CH3:19])[N:14]([CH:20]([F:22])[F:21])[C:13]2=[O:23])=[CH:7][C:3]=1[C:4]([OH:6])=[O:5].S(Cl)(Cl)=O.[CH:28]1[CH:33]=CC=C[CH:29]=1>>[Cl:1][C:2]1[CH:10]=[C:9]([F:11])[C:8]([N:12]2[C:17](=[O:18])[CH:16]=[C:15]([CH3:19])[N:14]([CH:20]([F:21])[F:22])[C:13]2=[O:23])=[CH:7][C:3]=1[C:4]([O:6][CH2:33][C:28]#[CH:29])=[O:5]. Reported procedure: A suspension of 2.00 g of 2-chloro-5-[3-difluoromethyl-3,6-dihydro-2,6-dioxo-4-methyl -1(2H)-pyrimidinyl]-4-fluorobenzoic acid and 2.05 g of thionyl chloride in 25 ml of benzene is heated at reflux temperature for 20 hours. The clear solution is evaporated to dryness under reduced pressure at 50° C., the residue is dissolved in 20 ml of methylene chloride and subsequently stirred at room temperature for 3.5 hours with 5 ml of propargyl alcohol and 0.55 g of pyridine. The reaction mixture is evap...